Dataset: the Open Reaction Database (ORD), a public repository of structured organic reaction records. Task: describe an organic reaction: reactants, conditions, products, and yield Reactants: CCC(C)=O, Clc1nc2ccccc2o1, [K+], [K+], O=C([O-])[O-], CC1(C)CC(OCCO)CC(C)(C)N1. Product: CC1(C)CC(OCCOc2nc3ccccc3o2)CC(C)(C)N1. Reaction SMILES: [CH3:31][C:32](=[O:33])[CH2:34][CH3:35].[Cl:1][c:2]1[o:3][c:4]2[c:5]([n:6]1)[cH:7][cH:8][cH:9][cH:10]2.[K+:25].[K+:26].[O-:27][C:28]([O-:29])=[O:30].[OH:11][CH2:12][CH2:13][O:14][CH:15]1[CH2:16][C:17]([CH3:23])([CH3:24])[NH:18][C:19]([CH3:21])([CH3:22])[CH2:20]1>>[c:2]1([O:11][CH2:12][CH2:13][O:14][CH:15]2[CH2:16][C:17]([CH3:23])([CH3:24])[NH:18][C:19]([CH3:21])([CH3:22])[CH2:20]2)[o:3][c:4]2[c:5]([n:6]1)[cH:7][cH:8][cH:9][cH:10]2. RXN SMILES: [CH3:20][C:21](=[O:22])[OH:23].[I:1][c:2]1[cH:3][c:4]([CH2:5][C:6]([NH2:7])([C:8](=[O:9])[O:10][CH3:11])[CH3:12])[cH:13][cH:14][cH:15]1.[Na:16][O:17][C:18]#[N:19].[OH2:24]>>[I:1][c:2]1[cH:3][c:4]([CH2:5][C:6]([NH:7][C:18](=[O:17])[NH2:19])([C:8](=[O:9])[O:10][CH3:11])[CH3:12])[cH:13][cH:14][cH:15]1. The reactants are CC(=O)O, COC(=O)C(C)(N)Cc1cccc(I)c1, N#CO[Na], O. The product is COC(=O)C(C)(Cc1cccc(I)c1)NC(N)=O. As a reaction SMILES: [CH3:1][S:2](Cl)(=[O:4])=[O:3].[Br:6][C:7]1[CH:12]=[CH:11][C:10]([NH2:13])=[CH:9][C:8]=1[CH3:14].C(=O)(O)[O-].[Na+]>N1C=CC=CC=1>[Br:6][C:7]1[CH:12]=[CH:11][C:10]([NH:13][S:2]([CH3:1])(=[O:4])=[O:3])=[CH:9][C:8]=1[CH3:14] |f:2.3|. Run in N1=CC=CC=C1 (pyridine). The reactants are CS(=O)(=O)Cl (Methanesulphonyl chloride), BrC1=C(C=C(C=C1)N)C (4-bromo-3-methylbenzenamine), C([O-])(O)=O.[Na+] (sodium bicarbonate). Reaction conditions: time 2 hour. Reported procedure: Methanesulphonyl chloride (0.88 ml) was added dropwise to a stirred solution of 4-bromo-3-methylbenzenamine (1.02 g) in pyridine (9 ml) under nitrogen at -10° to -14° C. After 2 h, aqueous (8%) sodium bicarbonate (35.6 ml) was added and the mixture extracted with ethyl acetate (3×100 ml). The combined, dried organic extracts were evaporated and the residue crystallized from ethyl acetate to give the title compound as a white powder (100 mg). The mother liquors were evaporated onto silica gel (Me... The product is BrC1=C(C=C(C=C1)NS(=O)(=O)C)C (N-(4-Bromo-3-methylphenyl)methanesulphonamide). Starting materials: O=C([O-])[O-], Cc1ccnc(N(C)C(=O)Cl)c1, CCC(C)=O, [K+], [K+], Oc1ccc2ccccc2c1. The product is Cc1ccnc(N(C)C(=O)Oc2ccc3ccccc3c2)c1. RXN SMILES: [C:24](=[O:25])([O-:26])[O-:27].[CH3:1][N:2]([C:3](=[O:4])[Cl:5])[c:6]1[n:7][cH:8][cH:9][c:10]([CH3:12])[cH:11]1.[CH3:30][C:31]([CH2:32][CH3:33])=[O:34].[K+:28].[K+:29].[OH:13][c:14]1[cH:15][cH:16][c:17]2[cH:18][cH:19][cH:20][cH:21][c:22]2[cH:23]1>>[CH3:1][N:2]([C:3](=[O:4])[O:13][c:14]1[cH:15][cH:16][c:17]2[cH:18][cH:19][cH:20][cH:21][c:22]2[cH:23]1)[c:6]1[n:7][cH:8][cH:9][c:10]([CH3:12])[cH:11]1. The reactants are BrC1=C(C=NN1C)C=1N=C(N2N=CN=C(C21)NC)C (5-(5-Bromo-1-methyl-1H-pyrazol-4-yl)-N,7-dimethylimidazo[5,1-f][1,2,4]triazin-4-amine), hydrochloride salt, monohydrate, P(=O)([O-])([O-])[O-].[K+].[K+].[K+] (potassium phosphate), FC(C1=CC=C(C=C1)B1OC(C(O1)(C)C)(C)C)F (2-[4-(difluoromethyl)phenyl]-4,4,5,5-tetramethyl-1,3,2-dioxaborolane), [OH-].[Na+] (sodium hydroxide), Cl (hydrochloric acid). The reagents and catalysts are [Pd].C1(=CC=CC=C1)P(C1=CC=CC=C1)C1=CC=CC=C1.C1(=CC=CC=C1)P(C1=CC=CC=C1)C1=CC=CC=C1.C1(=CC=CC=C1)P(C1=CC=CC=C1)C1=CC=CC=C1.C1(=CC=CC=C1)P(C1=CC=CC=C1)C1=CC=CC=C1 (tetrakis(triphenyl phosphine) palladium(0)). Solvent: C(C)O (ethanol), O (water). Run at temperature 70 celsius, time 16 hour. The product is FC(C1=CC=C(C=C1)C1=C(C=NN1C)C=1N=C(N2N=CN=C(C21)NC)C)F (5-{5-[4-(difluoromethyl)phenyl]-1-methyl-1H-pyrazol-4-yl}-N,7-dimethylimidazo[5,1-f][1,2,4]triazin-4-amine). Reaction SMILES: Br[C:2]1[N:6]([CH3:7])[N:5]=[CH:4][C:3]=1[C:8]1[N:9]=[C:10]([CH3:19])[N:11]2[C:16]=1[C:15]([NH:17][CH3:18])=[N:14][CH:13]=[N:12]2.[F:20][CH:21]([F:37])[C:22]1[CH:27]=[CH:26][C:25](B2OC(C)(C)C(C)(C)O2)=[CH:24][CH:23]=1.P([O-])([O-])([O-])=O.[K+].[K+].[K+].Cl.[OH-].[Na+]>C(O)C.O.[Pd].C1(P(C2C=CC=CC=2)C2C=CC=CC=2)C=CC=CC=1.C1(P(C2C=CC=CC=2)C2C=CC=CC=2)C=CC=CC=1.C1(P(C2C=CC=CC=2)C2C=CC=CC=2)C=CC=CC=1.C1(P(C2C=CC=CC=2)C2C=CC=CC=2)C=CC=CC=1>[F:20][CH:21]([F:37])[C:22]1[CH:27]=[CH:26][C:25]([C:2]2[N:6]([CH3:7])[N:5]=[CH:4][C:3]=2[C:8]2[N:9]=[C:10]([CH3:19])[N:11]3[C:16]=2[C:15]([NH:17][CH3:18])=[N:14][CH:13]=[N:12]3)=[CH:24][CH:23]=1 |f:2.3.4.5,7.8,11.12.13.14.15|. Procedure: [5-(5-Bromo-1-methyl-1H-pyrazol-4-yl)-N,7-dimethylimidazo[5,1-f][1,2,4]triazin-4-amine (13.01 g, 40.38 mmol) and 2-[4-(difluoromethyl)phenyl]-4,4,5,5-tetramethyl-1,3,2-dioxaborolane (12.75 g, 50.18 mmol) were combined in ethanol (126 mL), and the resulting slurry was treated with a solution of potassium phosphate (98%, 11.04 g, 50.97 mmol) in water (42 mL) and warmed to 70° C. over 30 minutes while a vigorous nitrogen flow was applied through a bubbler. After addition of tetrakis(triphenyl phosp...